Dataset: the Open Reaction Database (ORD), a public repository of structured organic reaction records. Task: describe an organic reaction: reactants, conditions, products, and yield The reactants are ClCCl, Cl, CC(C)(C)OC(=O)N1CCC(n2cc(-c3cnc(N)c4oc(-c5cccc6ccsc56)cc34)cn2)CC1. The product is Nc1ncc(-c2cnn(C3CCNCC3)c2)c2cc(-c3cccc4ccsc34)oc12. RXN SMILES: [Cl:39][CH2:40][Cl:41].[ClH:38].[NH2:1][c:2]1[n:3][cH:4][c:5](-[c:20]2[cH:21][n:22][n:23]([CH:25]3[CH2:26][CH2:27][N:28]([C:31]([O:32][C:33]([CH3:34])([CH3:35])[CH3:36])=[O:37])[CH2:29][CH2:30]3)[cH:24]2)[c:6]2[c:7]1[o:8][c:9](-[c:11]1[cH:12][cH:13][cH:14][c:15]3[cH:16][cH:17][s:18][c:19]13)[cH:10]2>>[NH2:1][c:2]1[n:3][cH:4][c:5](-[c:20]2[cH:21][n:22][n:23]([CH:25]3[CH2:26][CH2:27][NH:28][CH2:29][CH2:30]3)[cH:24]2)[c:6]2[c:7]1[o:8][c:9](-[c:11]1[cH:12][cH:13][cH:14][c:15]3[cH:16][cH:17][s:18][c:19]13)[cH:10]2. Yields the product ClC1=C(C(=O)NC2=CC(=C(C=C2)Cl)C2=NC=CC=C2)C=CC(=C1)S(=O)(=O)C[C@@H](C1=CC=CC=C1)O ((R)-2-chloro-N-(4-chloro-3-(pyridin-2-yl)phenyl)-4-(2-hydroxy-2-phenylethylsulfonyl)benzamide). The reactants are ClC1=C(C=C(N)C=C1)C1=NC=CC=C1 (4-chloro-3-(pyridine-2-yl)aniline), ClC1=C(C(=O)O)C=CC(=C1)S(=O)(=O)C[C@@H](C1=CC=CC=C1)O ((R)-2-chloro-4-(2-hydroxy-2-phenylethylsulfonyl)benzoic acid). Procedure details: 150 mg of (R)-styrene oxide was reacted with methyl 2-chloro-4-mercaptobenzoate via Procedure S to afford (R)-methyl 2-chloro-4-(2-hydroxy-2-phenylethylthio)benzoate. 190 mg of (R)-methyl-2-chloro-4-(2-hydroxy-2-phenylethylthio)benzoate was hydrolyzed via Procedure M to give (R)-2-chloro-4-(2-hydroxy-2-phenylethylthio)benzoic acid. 170 mg of (R)-2-chloro-4-(2-hydroxy-2-phenylethylthio)benzoic acid was reacted via Procedure R to give (R)-2-chloro-4-(2-hydroxy-2-phenylethylsulfonyl)benzoic acid. 6... Reaction SMILES: [Cl:1][C:2]1[CH:8]=[CH:7][C:5]([NH2:6])=[CH:4][C:3]=1[C:9]1[CH:14]=[CH:13][CH:12]=[CH:11][N:10]=1.[Cl:15][C:16]1[CH:24]=[C:23]([S:25]([CH2:28][C@H:29]([OH:36])[C:30]2[CH:35]=[CH:34][CH:33]=[CH:32][CH:31]=2)(=[O:27])=[O:26])[CH:22]=[CH:21][C:17]=1[C:18](O)=[O:19]>>[Cl:15][C:16]1[CH:24]=[C:23]([S:25]([CH2:28][C@H:29]([OH:36])[C:30]2[CH:31]=[CH:32][CH:33]=[CH:34][CH:35]=2)(=[O:26])=[O:27])[CH:22]=[CH:21][C:17]=1[C:18]([NH:6][C:5]1[CH:7]=[CH:8][C:2]([Cl:1])=[C:3]([C:9]2[CH:14]=[CH:13][CH:12]=[CH:11][N:10]=2)[CH:4]=1)=[O:19]. The reactants are [Li]CCCC, C1CCOC1, CC#N, COC(=O)c1c(Cl)cccc1Cl. The product is N#CCC(=O)c1c(Cl)cccc1Cl. RXN SMILES: [CH2:1]([Li:2])[CH2:3][CH2:4][CH3:5].[CH2:21]1[O:22][CH2:23][CH2:24][CH2:25]1.[CH3:6][C:7]#[N:8].[Cl:9][c:10]1[c:11]([C:12](=[O:13])[O:14][CH3:15])[c:16]([Cl:20])[cH:17][cH:18][cH:19]1>>[CH2:6]([C:7]#[N:8])[C:12]([c:11]1[c:10]([Cl:9])[cH:19][cH:18][cH:17][c:16]1[Cl:20])=[O:13]. Run at temperature 70 celsius, time 2 hour. The product is C1(CCC1)NC=1C(=NC2=CC=C(C=C2N1)C(=O)OC)C1=CC=C(C=C1)F (methyl 3-(cyclobutylamino)-2-(4-fluorophenyl)quinoxaline-6-carboxylate). Procedure: To a solution of methyl 3-chloro-2-(4-fluorophenyl)quinoxaline-6-carboxylate (100 mg, 0.32 mmol) in DMSO (1 mL) in was added cyclobutanamine (100 mg, 1.41 mmol) and DIEA (110 mg, 0.85 mmol). The resulting solution was stirred for 2 hours at 70° C., and then quenched by the addition of water (50 mL) and extracted with dichloromethane (4×20 mL). The organic layers were combined, dried over anhydrous magnesium sulfate, and concentrated in vacuo to give a residue, which was purified via silica gel c... Reaction SMILES: Cl[C:2]1[C:3]([C:16]2[CH:21]=[CH:20][C:19]([F:22])=[CH:18][CH:17]=2)=[N:4][C:5]2[C:10]([N:11]=1)=[CH:9][C:8]([C:12]([O:14][CH3:15])=[O:13])=[CH:7][CH:6]=2.[CH:23]1([NH2:27])[CH2:26][CH2:25][CH2:24]1.CCN(C(C)C)C(C)C>CS(C)=O>[CH:23]1([NH:27][C:2]2[C:3]([C:16]3[CH:21]=[CH:20][C:19]([F:22])=[CH:18][CH:17]=3)=[N:4][C:5]3[C:10]([N:11]=2)=[CH:9][C:8]([C:12]([O:14][CH3:15])=[O:13])=[CH:7][CH:6]=3)[CH2:26][CH2:25][CH2:24]1. The yield is 59.6%. Solvent: CS(=O)C (DMSO). Starting materials: ClC=1C(=NC2=CC=C(C=C2N1)C(=O)OC)C1=CC=C(C=C1)F (methyl 3-chloro-2-(4-fluorophenyl)quinoxaline-6-carboxylate), C1(CCC1)N (cyclobutanamine), CCN(C(C)C)C(C)C (DIEA).